Dataset: the Open Reaction Database (ORD), a public repository of structured organic reaction records. Task: describe an organic reaction: reactants, conditions, products, and yield The reactants are [O-]C1=CC=CC=C1.[K+] (potassium phenoxide), FC1=CC=C(C=C1)Cl (p-fluorochlorobenzene). Run in CN1C(CCC1)=O (N-methyl-2-pyrrolidinone), O (water). Yields the product C1=CC=C(C=C1)OC2=CC=C(C=C2)Cl (4-Chlorodiphenyl ether). Isolated yield 54.2%. As a reaction SMILES: [O-:1][C:2]1[CH:7]=[CH:6][CH:5]=[CH:4][CH:3]=1.[K+].F[C:10]1[CH:15]=[CH:14][C:13]([Cl:16])=[CH:12][CH:11]=1>CN1CCCC1=O.O>[CH:5]1[CH:6]=[CH:7][C:2]([O:1][C:10]2[CH:15]=[CH:14][C:13]([Cl:16])=[CH:12][CH:11]=2)=[CH:3][CH:4]=1 |f:0.1|. Procedure details: A stirred solution containing 14.8 g (0.112 mole) of potassium phenoxide and 13.1 g (0.10 mole) of p-fluorochlorobenzene in 100 ml of N-methyl-2-pyrrolidinone is heated at reflux for a period of time necessary to effect complete reaction, as determined by vapor phase chromotography techniques. The crude reaction mixture is cooled and diluted to a volume of 400 ml with water, whereupon it is extracted with several portions of ether. The combined organic extracts are washed with a 5% sodium hydrox... Solvent: C(Cl)Cl (CH2Cl2), C(Cl)Cl (CH2Cl2). RXN SMILES: [CH3:1][O:2][C:3]1[CH:8]=[CH:7][C:6]([C:9]2([CH2:17][S:18][CH2:19][C:20](O)=[O:21])[O:14][CH2:13][C:12]([CH3:16])([CH3:15])[CH2:11][O:10]2)=[CH:5][CH:4]=1.C1(N=C=NC2CCCCC2)CCCCC1.[C:38]1([C@H:44]2[CH2:48][O:47][C:46](=[O:49])[NH:45]2)[CH:43]=[CH:42][CH:41]=[CH:40][CH:39]=1>C(Cl)Cl.CN(C)C1C=CN=CC=1>[CH3:1][O:2][C:3]1[CH:4]=[CH:5][C:6]([C:9]2([CH2:17][S:18][CH2:19][C:20]([N:45]3[C@@H:44]([C:38]4[CH:43]=[CH:42][CH:41]=[CH:40][CH:39]=4)[CH2:48][O:47][C:46]3=[O:49])=[O:21])[O:14][CH2:13][C:12]([CH3:16])([CH3:15])[CH2:11][O:10]2)=[CH:7][CH:8]=1. Conditions: temperature 0 celsius, time 30 minute. Reactants: C1(CCCCC1)N=C=NC1CCCCC1 (N,N′-dicyclohexylcarbodiimide), COC1=CC=C(C=C1)C1(OCC(CO1)(C)C)CSCC(=O)O (({[2-(4-Methoxyphenyl)-5,5-dimethyl-1,3-dioxan-2-yl]methyl}thio)acetic acid), C1(=CC=CC=C1)[C@@H]1NC(OC1)=O ((S)-(+)-4-Phenyl-2-oxazolidinone). The product is COC1=CC=C(C=C1)C1(OCC(CO1)(C)C)CSCC(=O)N1C(OC[C@@H]1C1=CC=CC=C1)=O ((4S)-3-[({[2-(4-Methoxyphenyl)-5,5-dimethyl-1,3-dioxan-2-yl]methyl}thio)acetyl]-4-phenyl-1,3-oxazolidin-2-one). Procedure: ({[2-(4-Methoxyphenyl)-5,5-dimethyl-1,3-dioxan-2-yl]methyl}thio)acetic acid (5.4 g, 16.5 mmol) was dissolved in dry CH2Cl2 (80 ml) and cooled to 0° C. N,N′-dicyclohexylcarbodiimide (DCC, 3.76 g; 18.2 mmol) in 20 ml of CH2Cl2 and 4-(dimethylamino)pyridine (DMAP, 4.04 g, 33.1 mmol) were added and the mixture was stirred at 0° C. for 30 minutes. (S)-(+)-4-Phenyl-2-oxazolidinone (2.69 g, 16.5 mmol) was added and the mixture was stirred at room temperature for 17 h. The mixture was filtered, concentr... Reagents/catalysts: CN(C1=CC=NC=C1)C (4-(dimethylamino)pyridine).